This data is from the Open Reaction Database (ORD), a public repository of structured organic reaction records. The task is: describe an organic reaction: reactants, conditions, products, and yield The reactants are ClC1=C(N)C=CC(=C1)S(=O)(=O)F (2-chloro-4-fluorosulphonylaniline), C(C)(=O)OC(C(=O)Cl)(C)C (2-acetoxyisobutyryl chloride), N1=CC=CC=C1 (pyridine). Run in C(Cl)Cl (DCM). Product: ClC1=C(C=CC(=C1)S(=O)(=O)F)NC(C(C)(C)OC(C)=O)=O (N-(2-Chloro-4-fluorosulphonylphenyl)-2-acetoxy-2-methylpropanamide). Yield: 49.2%. As a reaction SMILES: [Cl:1][C:2]1[CH:8]=[C:7]([S:9]([F:12])(=[O:11])=[O:10])[CH:6]=[CH:5][C:3]=1[NH2:4].[C:13]([O:16][C:17]([CH3:22])([CH3:21])[C:18](Cl)=[O:19])(=[O:15])[CH3:14].N1C=CC=CC=1>C(Cl)Cl>[Cl:1][C:2]1[CH:8]=[C:7]([S:9]([F:12])(=[O:11])=[O:10])[CH:6]=[CH:5][C:3]=1[NH:4][C:18](=[O:19])[C:17]([O:16][C:13](=[O:15])[CH3:14])([CH3:22])[CH3:21]. Procedure details: A solution of 2-chloro-4-fluorosulphonylaniline (2.5 g, 12 mmol), 2-acetoxyisobutyryl chloride (2.35 g, 14 mmol) and pyridine (1.2 ml, 14.5 mmol), in DCM (50 ml) was stirred at ambient temperature for 18 h. The mixture was washed with water, dried and evaporated to dryness. The residue was purified by column chromatography using 25% EtOAc/isohexane and the oily product, the title compound (2.0 g, 5.9 mmol), solidified on standing. MS: 336. The reactants are COC(=O)C1=NN(C(=N1)CI)C1=C(C=C(C=C1)Cl)C(C1=C(C=CC=C1)Cl)=O (1-[2-(o-chlorobenzoyl)-4-chlorophenyl]-5-(iodomethyl)-1H-1,2,4-triazole-3-carboxylic acid methyl ester), CNC (dimethylamine). Run in CO (methanol). Reaction conditions: time 7 hour. Product: COC(=O)C1=NN(C(=N1)CN(C)C)C1=C(C=C(C=C1)Cl)C(C1=C(C=CC=C1)Cl)=O (1-[2-(o-chlorobenzoyl)-4-chlorophenyl]-5-[(dimethylamino)-methyl]-1H-1,2,4-triazole-3-carboxylic acid methyl ester). Reaction SMILES: [CH3:1][O:2][C:3]([C:5]1[N:9]=[C:8]([CH2:10]I)[N:7]([C:12]2[CH:17]=[CH:16][C:15]([Cl:18])=[CH:14][C:13]=2[C:19](=[O:27])[C:20]2[CH:25]=[CH:24][CH:23]=[CH:22][C:21]=2[Cl:26])[N:6]=1)=[O:4].[CH3:28][NH:29][CH3:30]>CO>[CH3:1][O:2][C:3]([C:5]1[N:9]=[C:8]([CH2:10][N:29]([CH3:30])[CH3:28])[N:7]([C:12]2[CH:17]=[CH:16][C:15]([Cl:18])=[CH:14][C:13]=2[C:19](=[O:27])[C:20]2[CH:25]=[CH:24][CH:23]=[CH:22][C:21]=2[Cl:26])[N:6]=1)=[O:4]. Reported procedure: A mixture of 12.90 g (0.025 mole) of 1-[2-(o-chlorobenzoyl)-4-chlorophenyl]-5-(iodomethyl)-1H-1,2,4-triazole-3-carboxylic acid methyl ester [see Example 13(b)] and 11 ml of 33% ethanolic dimethylamine solution in 250 ml of methanol is stirred for 7 hours at room temperature. The reaction solution is thereupon concentrated in vacuo; water is added to the residue and the whole is extracted twice with methylene chloride. The organic phase is washed twice with water and once with saturated sodium ch... The yield is 42.7%. RXN SMILES: [NH2:1][C@@H:2]1[C:9](=[O:10])[N:8]2[C@@H:3]1[S:4][CH2:5][C:6]([CH2:14][S:15][C:16]1[S:26][C:19]3=[N:20][C:21]([CH3:25])=[CH:22][C:23](=[O:24])[N:18]3[N:17]=1)=[C:7]2[C:11]([OH:13])=[O:12].[C:27]1([C:33]([C:36]2[CH:41]=[CH:40][CH:39]=[CH:38][CH:37]=2)=[N+]=[N-])[CH:32]=[CH:31][CH:30]=[CH:29][CH:28]=1>CC(C)=O>[C:27]1([CH:33]([O:12][C:11]([C:7]2[N:8]3[C@H:3]([S:4][CH2:5][C:6]=2[CH2:14][S:15][C:16]2[S:26][C:19]4=[N:20][C:21]([CH3:25])=[CH:22][C:23](=[O:24])[N:18]4[N:17]=2)[C@H:2]([NH2:1])[C:9]3=[O:10])=[O:13])[C:36]2[CH:37]=[CH:38][CH:39]=[CH:40][CH:41]=2)[CH:32]=[CH:31][CH:30]=[CH:29][CH:28]=1. Product: C1(=CC=CC=C1)C(C1=CC=CC=C1)OC(=O)C=1N2C([C@H]([C@H]2SCC1CSC1=NN2C(=NC(=CC2=O)C)S1)N)=O ((6R,7R)-7-amino-3-[(7-methyl-5-oxo-5H-l,3,4-thiadiazolo[3,2-a]pyrimidin-2-yl)-thiomethyl]-8-oxo-5-thia-l-azabicyclo[4.2.0]oct-2-ene-2-carboxylic acid diphenylmethyl ester). Run in CC(=O)C (acetone). Starting materials: N[C@H]1[C@H]2SCC(=C(N2C1=O)C(=O)O)CSC1=NN2C(=NC(=CC2=O)C)S1 ((6R,7R)-7-amino-3-[(7-methyl-5-oxo-5H-l,3,4-thiadiazolo[3,2-a]pyrimidin-2-yl)-thiomethyl]-8-oxo-5-thia-l-azabicyclo[4.2.0]oct-2-ene-2-carboxylic acid), C1(=CC=CC=C1)C(=[N+]=[N-])C1=CC=CC=C1 (diphenyldiazomethane). Run at time 8 hour. Procedure: To a suspension of the product obtained in Step 1 (4.9 g) in acetone (40 ml) was added diphenyldiazomethane (8.2 g), and the mixture was stirred overnight at room temperature. After filtering off the insoluble matters, the filtrate was concentrated under reduced pressure, and the residue was purified by silica gel column chromatography, giving 2.94 g of the objective compound as yellow crystals. Starting materials: N1C(CCC1)=O (2-pyrrolidinone), C(C)(=O)OC(C)=O (acetic anhydride), resultant mixture. Yields the product C(C)(=O)N1C(CCC1)=O (N-acetyl-2-pyrrolidinone). Isolated yield 96.0%. RXN SMILES: [NH:1]1[CH2:5][CH2:4][CH2:3][C:2]1=[O:6].[C:7](OC(=O)C)(=[O:9])[CH3:8]>>[C:7]([N:1]1[CH2:5][CH2:4][CH2:3][C:2]1=[O:6])(=[O:9])[CH3:8]. Procedure details: A mixture of 112 g of 2-pyrrolidinone (9) and 249 mL of acetic anhydride was heated at reflux for 2 hours. The resultant mixture was allowed to cool to room temperature, was concentrated in vacuo, and was distilled (0.8 mm Hg, 68° C.) to provide 160 g of N-acetyl-2-pyrrolidinone (4) in 96% yield.